Dataset: the Open Reaction Database (ORD), a public repository of structured organic reaction records. Task: describe an organic reaction: reactants, conditions, products, and yield Reactants: C1CCNCC1, ClCCl, COC(=O)c1ccc2nsnc2c1. Yields the product O=C(c1ccc2nsnc2c1)N1CCCCC1. As a reaction SMILES: [CH2:1]1[CH2:2][CH2:3][NH:4][CH2:5][CH2:6]1.[Cl:20][CH2:21][Cl:22].[n:7]1[s:8][n:9][c:10]2[c:11]1[cH:12][cH:13][c:14]([C:16](=[O:17])[O:18][CH3:19])[cH:15]2>>[CH2:1]1[CH2:2][CH2:3][N:4]([C:16]([c:14]2[cH:13][cH:12][c:11]3[n:7][s:8][n:9][c:10]3[cH:15]2)=[O:17])[CH2:5][CH2:6]1. The reactants are [Sn] (tin), CO (methanol), [N+](=O)([O-])C1=CC=C(OCC2N(CCN(C2)C2=CC=CC=C2)CC2=CC=CC=C2)C=C1 (2-[(4-nitrophenoxy)methyl]-4-phenyl-1-(phenylmethyl)piperazine), [Sn] (tin), [OH-].[Na+] (sodium hydroxide). Run in O (water), C(C)(=O)OCC (ethyl acetate). Yields the product ethyl acetate hexanes, C1(=CC=CC=C1)N1CC(N(CC1)CC1=CC=CC=C1)COC1=CC=C(C=C1)N (4-[[4-Phenyl-1-(phenylmethyl)piperazin-2-yl]methoxy]benzeneamine). As a reaction SMILES: [N+:1]([C:4]1[CH:30]=[CH:29][C:7]([O:8][CH2:9][CH:10]2[CH2:15][N:14]([C:16]3[CH:21]=[CH:20][CH:19]=[CH:18][CH:17]=3)[CH2:13][CH2:12][N:11]2[CH2:22][C:23]2[CH:28]=[CH:27][CH:26]=[CH:25][CH:24]=2)=[CH:6][CH:5]=1)([O-])=O.CO.[Sn].[OH-].[Na+]>O.C(OCC)(=O)C>[C:16]1([N:14]2[CH2:13][CH2:12][N:11]([CH2:22][C:23]3[CH:28]=[CH:27][CH:26]=[CH:25][CH:24]=3)[CH:10]([CH2:9][O:8][C:7]3[CH:6]=[CH:5][C:4]([NH2:1])=[CH:30][CH:29]=3)[CH2:15]2)[CH:17]=[CH:18][CH:19]=[CH:20][CH:21]=1 |f:3.4,^3:32|. Reported procedure: Dissolve 2-[(4-nitrophenoxy)methyl]-4-phenyl-1-(phenylmethyl)piperazine (7.15 g, 17.7 mmol) in a 1/1 mixture of methanol and ethyl acetate (350 mL) and add tin II chloride dihydrate (20.0 g, 88.6 mmol). Stir the mixture and heat the reaction to reflux. Monitor the progress of the reaction by thin-layer chromatography and add more tin II chloride dihydrate as needed. Upon completion of the reaction, pour reaction mixture into water (200 mL) and add 4N sodium hydroxide to pH=12. Extract with a sol...